Dataset: the Open Reaction Database (ORD), a public repository of structured organic reaction records. Task: describe an organic reaction: reactants, conditions, products, and yield As a reaction SMILES: [C:1]([CH2:2][CH2:3][CH2:4][CH3:5])(=[O:6])[OH:7].[Cl:8][S:9](=[O:10])(=[O:11])[N:12]=[C:13]=[O:14].[cH:15]1[cH:16][cH:17][cH:18][cH:19][cH:20]1>>[C:1]([CH2:2][CH2:3][CH2:4][CH3:5])(=[O:7])[NH:12][S:9]([Cl:8])(=[O:10])=[O:11]. The reactants are CCCCC(=O)O, O=C=NS(=O)(=O)Cl, c1ccccc1. Product: CCCCC(=O)NS(=O)(=O)Cl. The reactants are Cc1ccccc1, Cc1cc(Cl)c(O)c(Cl)c1, OCCOc1nccs1. The product is Cc1cc(Cl)c(OCCOc2nccs2)c(Cl)c1. As a reaction SMILES: [CH3:20][c:21]1[cH:22][cH:23][cH:24][cH:25][cH:26]1.[Cl:10][c:11]1[cH:12][c:13]([CH3:19])[cH:14][c:15]([Cl:18])[c:16]1[OH:17].[s:1]1[c:2]([O:6][CH2:7][CH2:8][OH:9])[n:3][cH:4][cH:5]1>>[s:1]1[c:2]([O:6][CH2:7][CH2:8][O:9][c:16]2[c:11]([Cl:10])[cH:12][c:13]([CH3:19])[cH:14][c:15]2[Cl:18])[n:3][cH:4][cH:5]1. Starting materials: CCCCNc1nccc(-c2c(-c3ccc(F)cc3)nn3c(Cl)cccc23)n1, C[Zn]C, C1CCOC1. Yields the product CCCCNc1nccc(-c2c(-c3ccc(F)cc3)nn3c(C)cccc23)n1. As a reaction SMILES: [CH2:1]([CH2:2][CH2:3][CH3:4])[NH:5][c:6]1[n:7][cH:8][cH:9][c:10](-[c:12]2[c:13](-[c:22]3[cH:23][cH:24][c:25]([F:28])[cH:26][cH:27]3)[n:14][n:15]3[c:16]2[cH:17][cH:18][cH:19][c:20]3[Cl:21])[n:11]1.[CH3:29][Zn:30][CH3:31].[O:32]1[CH2:33][CH2:34][CH2:35][CH2:36]1>>[CH2:1]([CH2:2][CH2:3][CH3:4])[NH:5][c:6]1[n:7][cH:8][cH:9][c:10](-[c:12]2[c:13](-[c:22]3[cH:23][cH:24][c:25]([F:28])[cH:26][cH:27]3)[n:14][n:15]3[c:16]2[cH:17][cH:18][cH:19][c:20]3[CH3:29])[n:11]1. Reactants: ClC1=CC=C(C=C1)NC1CCN(CC1)C(C)C (N-(4-chlorophenyl)-1-(1-methylethyl)-4-piperidinamine), C(OC1=CC=C(C=C1)CC(=O)Cl)(OCC)=O ([4-(2-chloro-2-oxoethyl)-phenyl] ethyl carbonate). Run in CC(CC(C)=O)C (4-methyl-2-pentanone). Run at time 1 hour. Product: C(OC1=CC=C(C=C1)CC(=O)N(C1CCN(CC1)C(C)C)C1=CC=C(C=C1)Cl)(OCC)=O ({4-[2-{(4-chlorophenyl)-[1-(1-methylethyl)-4-piperidinyl]amino }-2-oxoethyl]phenyl} ethyl carbonate). Reaction SMILES: [Cl:1][C:2]1[CH:7]=[CH:6][C:5]([NH:8][CH:9]2[CH2:14][CH2:13][N:12]([CH:15]([CH3:17])[CH3:16])[CH2:11][CH2:10]2)=[CH:4][CH:3]=1.[C:18](=[O:33])([O:30][CH2:31][CH3:32])[O:19][C:20]1[CH:25]=[CH:24][C:23]([CH2:26][C:27](Cl)=[O:28])=[CH:22][CH:21]=1>CC(C)CC(=O)C>[C:18](=[O:33])([O:30][CH2:31][CH3:32])[O:19][C:20]1[CH:21]=[CH:22][C:23]([CH2:26][C:27]([N:8]([C:5]2[CH:6]=[CH:7][C:2]([Cl:1])=[CH:3][CH:4]=2)[CH:9]2[CH2:14][CH2:13][N:12]([CH:15]([CH3:17])[CH3:16])[CH2:11][CH2:10]2)=[O:28])=[CH:24][CH:25]=1. Procedure details: To a stirred mixture of 7.5 parts of N-(4-chlorophenyl)-1-(1-methylethyl)-4-piperidinamine and 80 parts of 4-methyl-2-pentanone are added dropwise 9 parts of [4-(2-chloro-2-oxoethyl)-phenyl] ethyl carbonate. Upon completion, the whole is heated to reflux and stirring is continued for one hour at reflux temperature. After cooling, the precipitated product is filtered off and stirred for 30 minutes in a mixture of alkaline water and trichloromethane. The layers are separated. The organic phase is ... Procedure details: Ammonia (6 N solution in ethanol, 0.3 ml) was added to a solution of 2-chloro-N-(3,5-dimethyl-4-{(E)-2-[4-oxo-2-(3-trifluoromethoxy-phenyl)-1,3,8-triaza-spiro[4.5]dec-1-ene-8-sulfonyl]-vinyl}-phenyl)-N-methyl-acetamide (38 mg, 0.06 mmol) in anhydrous ethanol (0.5 ml), and the mixture was stirred at 50 to 60° C. for five hours. The mixed solution was concentrated under reduced pressure, and the resulting residue was then purified by silica gel column chromatography (dichloromethane) to give 2-ami... Isolated yield 31.0%. Reactants: N (Ammonia), ClCC(=O)N(C)C1=CC(=C(C(=C1)C)\C=C\S(=O)(=O)N1CCC2(C(NC(=N2)C2=CC(=CC=C2)OC(F)(F)F)=O)CC1)C (2-chloro-N-(3,5-dimethyl-4-{(E)-2-[4-oxo-2-(3-trifluoromethoxy-phenyl)-1,3,8-triaza-spiro[4.5]dec-1-ene-8-sulfonyl]-vinyl}-phenyl)-N-methyl-acetamide). The product is NCC(=O)N(C)C1=CC(=C(C(=C1)C)\C=C\S(=O)(=O)N1CCC2(C(NC(=N2)C2=CC(=CC=C2)OC(F)(F)F)=O)CC1)C (2-amino-N-(3,5-dimethyl-4-{(E)-2-[4-oxo-2-(3-trifluoromethoxy-phenyl)-1,3,8-triaza-spiro[4.5]dec-1-ene-8-sulfonyl]-vinyl}-phenyl)-N-methyl-acetamide). As a reaction SMILES: [NH3:1].Cl[CH2:3][C:4]([N:6]([C:8]1[CH:13]=[C:12]([CH3:14])[C:11](/[CH:15]=[CH:16]/[S:17]([N:20]2[CH2:41][CH2:40][C:23]3([N:27]=[C:26]([C:28]4[CH:33]=[CH:32][CH:31]=[C:30]([O:34][C:35]([F:38])([F:37])[F:36])[CH:29]=4)[NH:25][C:24]3=[O:39])[CH2:22][CH2:21]2)(=[O:19])=[O:18])=[C:10]([CH3:42])[CH:9]=1)[CH3:7])=[O:5]>C(O)C>[NH2:1][CH2:3][C:4]([N:6]([C:8]1[CH:13]=[C:12]([CH3:14])[C:11](/[CH:15]=[CH:16]/[S:17]([N:20]2[CH2:41][CH2:40][C:23]3([N:27]=[C:26]([C:28]4[CH:33]=[CH:32][CH:31]=[C:30]([O:34][C:35]([F:38])([F:37])[F:36])[CH:29]=4)[NH:25][C:24]3=[O:39])[CH2:22][CH2:21]2)(=[O:19])=[O:18])=[C:10]([CH3:42])[CH:9]=1)[CH3:7])=[O:5]. The solvent is C(C)O (ethanol). Conditions: temperature 55 celsius, time 5 hour. The reactants are [Al+3], [H-], [H-], [H-], [H-], [Li+], CCOC(=O)c1cn(-c2ccccc2)nc1N, [Na+], [Na+], C1CCOC1, O, O, O, O, O, O, O, O, O, O, O=S(=O)([O-])[O-]. Yields the product Nc1nn(-c2ccccc2)cc1CO. RXN SMILES: [Al+3:19].[H-:18].[H-:21].[H-:22].[H-:23].[Li+:20].[NH2:1][c:2]1[n:3][n:4](-[c:12]2[cH:13][cH:14][cH:15][cH:16][cH:17]2)[cH:5][c:6]1[C:7](=[O:8])[O:9][CH2:10][CH3:11].[Na+:39].[Na+:40].[O:41]1[CH2:42][CH2:43][CH2:44][CH2:45]1.[OH2:24].[OH2:25].[OH2:26].[OH2:27].[OH2:28].[OH2:29].[OH2:30].[OH2:31].[OH2:32].[OH2:33].[S:34]([O-:35])([O-:36])(=[O:37])=[O:38]>>[NH2:1][c:2]1[n:3][n:4](-[c:12]2[cH:13][cH:14][cH:15][cH:16][cH:17]2)[cH:5][c:6]1[CH2:7][OH:8].